Dataset: the Open Reaction Database (ORD), a public repository of structured organic reaction records. Task: describe an organic reaction: reactants, conditions, products, and yield The reactants are CC1=CC=C(C(CBr)=S)C=C1 (4-methylthiophenacyl bromide), ice water, C(CC(=O)C)(=O)OC (methyl acetoacetate), CC(C)([O-])C.[K+] (potassium t-butoxide). Run in C1=CC=CC=C1 (benzene), CC(C)(C)O (2-methyl-2-propanol). Run at time 1 hour. The product is CC1=CC=C(C(CC(C(=O)OC)C(=O)C)=S)C=C1 (Methyl 2-(4-methylthiophenacyl)acetoacetate). Isolated yield 84.9%. Reaction SMILES: [C:1]([O:7][CH3:8])(=[O:6])[CH2:2][C:3]([CH3:5])=[O:4].CC(C)([O-])C.[K+].[CH3:15][C:16]1[CH:25]=[CH:24][C:19]([C:20](=[S:23])[CH2:21]Br)=[CH:18][CH:17]=1>CC(O)(C)C.C1C=CC=CC=1>[CH3:15][C:16]1[CH:25]=[CH:24][C:19]([C:20](=[S:23])[CH2:21][CH:2]([C:3]([CH3:5])=[O:4])[C:1]([O:7][CH3:8])=[O:6])=[CH:18][CH:17]=1 |f:1.2|. Procedure details: 2.28 g (19.7 mmol) of methyl acetoacetate were dissolved in 40 ml of 2-methyl-2-propanol, and 2.21 g (19.7 mmol) of potassium t-butoxide were added to the resulting solution under a nitrogen atmosphere. The mixture was then stirred at room temperature for 1 hour, after which a solution of 4.82 g (19.7 mmol) of 4-methylthiophenacyl bromide in 30 ml of benzene was added dropwise to the resulting mixture. The mixture was then stirred at 60° C. for 3 hours, after which it was cooled. It was then pou... The reactants are CC=1C=C(C(=O)C=2C=C(C=CC2)NC(=O)CC=2C=CN3C(SCC32)C=3C=NC=CC3)C=CC1 (N-[3-(3-methylbenzoyl)phenyl]-3-(3-pyridyl)-1H, 3H-pyrrolo[1,2-c]thiazole-7-carboxyamide), stannous chloride, CC=1C=C(C=CC1)C(C1=CC(=CC=C1)[N+](=O)[O-])=O (3'-methyl-3-nitrobenzophenone), Cl (hydrochloric acid). Solvent: dihydrate, C(C)O (ethanol). Conditions: temperature 85 celsius, time 16 hour. Product: NC=1C=C(C(=O)C2=CC(=CC=C2)C)C=CC1 (3-Amino-3'-methylbenzophenone). As a reaction SMILES: [CH3:1][C:2]1[CH:3]=[C:4]([CH:31]=[CH:32][CH:33]=1)[C:5]([C:7]1[CH:8]=[C:9]([NH:13]C(CC2C=CN3C=2CSC3C2C=NC=CC=2)=O)[CH:10]=[CH:11][CH:12]=1)=[O:6].CC1C=C(C(=O)C2C=CC=C([N+]([O-])=O)C=2)C=CC=1.Cl>C(O)C>[NH2:13][C:9]1[CH:8]=[C:7]([CH:12]=[CH:11][CH:10]=1)[C:5]([C:4]1[CH:31]=[CH:32][CH:33]=[C:2]([CH3:1])[CH:3]=1)=[O:6]. Procedure details: The 3-amino-3'-methylbenzophenone may be prepared as follows: stannous chloride in the dihydrate form(19 g) is added, at a temperature between 40° and 80° C., to a suspension of 3'-methyl-3-nitrobenzophenone (6.8 g) in a mixture of ethanol (80 cc) and concentrated hydrochloric acid (30 cc), in the course of 10 minutes. The solution obtained is heated at a temperature in the vicinity of 85° C. for 3 hours and then stirred at a temperature in the vicinity of 20° C. for 16 hours. The solvent is eva... Reactants: CN(C)C=O, O=C(Cl)C(=O)Cl, N#Cc1cc(Cl)cc(C(=O)O)c1. As a reaction SMILES: [CH3:19][N:20]([CH3:21])[CH:22]=[O:23].[Cl:13][C:14]([C:15]([Cl:16])=[O:17])=[O:18].[Cl:1][c:2]1[cH:3][c:4]([C:5](=[O:6])[OH:7])[cH:8][c:9]([C:11]#[N:12])[cH:10]1>>[Cl:1][c:2]1[cH:3][c:4]([C:5](=[O:6])[Cl:13])[cH:8][c:9]([C:11]#[N:12])[cH:10]1. Yields the product N#Cc1cc(Cl)cc(C(=O)Cl)c1. Starting materials: C(C)(=O)O.CC=1N=CSC1C(=N)N (4-methyl-5-thiazolformamidine acetate), ClC1=C(C=O)C=CC(=C1)F (2-chloro-4-fluorobenzaldehyde), C(CC(=O)C)(=O)OC (methyl acetoacetate), C(C)(=O)[O-].[Na+] (sodium acetate). The solvent is C(C)O (ethanol). Product: CC=1N=CSC1C=1NC(=C(C(N1)C1=C(C=C(C=C1)F)Cl)C(=O)OC)C (methyl 2-(4-methylthiazol-5-yl)-4-(2-chloro-4-fluorophenyl)-6-methyl-1,4-dihydro-pyrimidin-5-carboxylate). The yield is 31.6%. As a reaction SMILES: C(O)(=O)C.[CH3:5][C:6]1[N:7]=[CH:8][S:9][C:10]=1[C:11]([NH2:13])=[NH:12].[Cl:14][C:15]1[CH:22]=[C:21]([F:23])[CH:20]=[CH:19][C:16]=1[CH:17]=O.[C:24]([O:30][CH3:31])(=[O:29])[CH2:25][C:26]([CH3:28])=O.C([O-])(=O)C.[Na+]>C(O)C>[CH3:5][C:6]1[N:7]=[CH:8][S:9][C:10]=1[C:11]1[NH:13][C:26]([CH3:28])=[C:25]([C:24]([O:30][CH3:31])=[O:29])[CH:17]([C:16]2[CH:19]=[CH:20][C:21]([F:23])=[CH:22][C:15]=2[Cl:14])[N:12]=1 |f:0.1,4.5|. Reported procedure: 2 mmol 4-methyl-5-thiazolformamidine acetate, 2 mmol 2-chloro-4-fluorobenzaldehyde, 2 mmol methyl acetoacetate and 2.2 mmol sodium acetate were reacted under reflux in 10 ml anhydrous ethanol for 20 hr, concentrated, and then ethyl acetate and water were added to separate the layers. The ethyl acetate layer was dried over anhydrous sodium sulfate, and separated by a column chromatography to obtain 0.24 g of a colorless crystal with mp 145-147° C.; 1H-NMR (400 MHz, DMSO-d6) δ 2.34 (3H, s); 2.38 (... Reactants: NC(C(=O)O)(CC1C2=CC=CC=C2OC=2C=CC=CC12)C1=CC(=C(C=C1)C(=O)O)OC (2-amino-2-(4-carboxy-3-methoxyphenyl)-3-(9H-xanthen-9-yl)propanoic acid), B(Br)(Br)Br (boron tribromide). The solvent is ClCCl (dichloromethane), O (water), ClCCl (dichloromethane). Reaction conditions: time 3 day. The product is NC(C(=O)O)(CC1C2=CC=CC=C2OC=2C=CC=CC12)C1=CC(=C(C=C1)C(=O)O)O (2-Amino-2-(4-carboxy-3-hydroxyphenyl)-3-(9H-xanthen-9-yl)propanoic acid). As a reaction SMILES: [NH2:1][C:2]([C:21]1[CH:26]=[CH:25][C:24]([C:27]([OH:29])=[O:28])=[C:23]([O:30]C)[CH:22]=1)([CH2:6][CH:7]1[C:20]2[CH:19]=[CH:18][CH:17]=[CH:16][C:15]=2[O:14][C:13]2[C:8]1=[CH:9][CH:10]=[CH:11][CH:12]=2)[C:3]([OH:5])=[O:4].B(Br)(Br)Br>ClCCl.O>[NH2:1][C:2]([C:21]1[CH:26]=[CH:25][C:24]([C:27]([OH:29])=[O:28])=[C:23]([OH:30])[CH:22]=1)([CH2:6][CH:7]1[C:8]2[CH:9]=[CH:10][CH:11]=[CH:12][C:13]=2[O:14][C:15]2[C:20]1=[CH:19][CH:18]=[CH:17][CH:16]=2)[C:3]([OH:5])=[O:4]. Reported procedure: To a suspension of 2-amino-2-(4-carboxy-3-methoxyphenyl)-3-(9H-xanthen-9-yl)propanoic acid (140 mg, 0.33 mmol) in dry dichloromethane (10 ml) was added a solution of boron tribromide in dichloromethane (1.0M, 0.7 ml). The resulting suspension was stirred at room temperature for 3 days, diluted with water and stirred a further 2 h. The dichloromethane layer was separated and the aqueous phase purified by ion exchange as described in Example 1 (vi). The water-tetrahydrofuran fractions were found t...